From a dataset of the Open Reaction Database (ORD), a public repository of structured organic reaction records. describe an organic reaction: reactants, conditions, products, and yield Reactants: 53269x, C(C=1C(N)=CC=CC1)(=O)OCC1=CC=CC=C1 (benzyl anthranilate), N1=CC=CC=C1 (pyridine), Cl.N(C(=N)N)C[C@@H]1CC[C@H](CC1)C(=O)O (Trans-4-guanidinomethylcyclohexanecarboxylic acid hydrochloride), C1(CCCCC1)N=C=NC1CCCCC1 (dicyclohexylcarbodiimide). Run in O (water). Conditions: time 72 hour. Product: Cl.C(C1=CC=CC=C1)OC(=O)C1=C(C=CC=C1)NC(=O)[C@@H]1CC[C@H](CC1)CNC(=N)N (N-(o-benzyloxycarbonylphenyl)-trans-4-guanidinomethylcyclohexanecarboxamide hydrochloride). The yield is 55.3%. Reaction SMILES: [ClH:1].[NH:2]([CH2:6][C@H:7]1[CH2:12][CH2:11][C@H:10]([C:13]([OH:15])=O)[CH2:9][CH2:8]1)[C:3]([NH2:5])=[NH:4].[C:16]([O:25][CH2:26][C:27]1[CH:32]=[CH:31][CH:30]=[CH:29][CH:28]=1)(=[O:24])[C:17]1[C:18](=[CH:20][CH:21]=[CH:22][CH:23]=1)[NH2:19].N1C=CC=CC=1.C1(N=C=NC2CCCCC2)CCCCC1>O>[ClH:1].[CH2:26]([O:25][C:16]([C:17]1[CH:23]=[CH:22][CH:21]=[CH:20][C:18]=1[NH:19][C:13]([C@H:10]1[CH2:9][CH2:8][C@H:7]([CH2:6][NH:2][C:3]([NH2:5])=[NH:4])[CH2:12][CH2:11]1)=[O:15])=[O:24])[C:27]1[CH:28]=[CH:29][CH:30]=[CH:31][CH:32]=1 |f:0.1,6.7|. Procedure details: Trans-4-guanidinomethylcyclohexanecarboxylic acid hydrochloride (3.0 g, 0.013 mole) (which is prepared by the method as disclosed in Japanese Patent First Publication No. 19694/1977, C.A., 87, 53269x) and benzyl anthranilate (3.4 g, 0.015 mole) are added to pyridine (25 ml), and thereto is added dicyclohexylcarbodiimide (3.1 g, 0.015 mole), and the mixture is stirred at room temperature for 72 hours. After the completion of the reaction, water (10 ml) is added to the reaction mixture, and the mi... Reactants: C(\C=C\C(=O)O)(=O)O (fumaric acid), FC1=CC=C(O[C@H]2[C@@H](CNCC2)C2=CC=CC=C2)C=C1 (trans-4-(4-fluorophenoxy)-3-phenylpiperidine), C([O-])([O-])=O.[K+].[K+] (potassium carbonate), BrCC=C(C)C (1-bromo-3-methyl-2-butene). Run in CCOCC (ether), C(C)O (ethanol), CCOCC (ether), CN(C=O)C (dimethylformamide). Run at temperature 79 celsius. Yields the product C(\C=C\C(=O)O)(=O)O.FC1=CC=C(O[C@H]2[C@@H](CN(CC2)CC=C(C)C)C2=CC=CC=C2)C=C1 (Trans-4-(4-fluorophenoxy)-1-(3-methyl-2-butenyl)-3-phenylpiperidine fumarate). Reaction SMILES: [F:1][C:2]1[CH:20]=[CH:19][C:5]([O:6][C@@H:7]2[CH2:12][CH2:11][NH:10][CH2:9][C@H:8]2[C:13]2[CH:18]=[CH:17][CH:16]=[CH:15][CH:14]=2)=[CH:4][CH:3]=1.C(=O)([O-])[O-].[K+].[K+].Br[CH2:28][CH:29]=[C:30]([CH3:32])[CH3:31].[C:33]([OH:40])(=[O:39])/[CH:34]=[CH:35]/[C:36]([OH:38])=[O:37]>CCOCC.C(O)C.CN(C)C=O>[C:33]([OH:40])(=[O:39])/[CH:34]=[CH:35]/[C:36]([OH:38])=[O:37].[F:1][C:2]1[CH:3]=[CH:4][C:5]([O:6][C@@H:7]2[CH2:12][CH2:11][N:10]([CH2:28][CH:29]=[C:30]([CH3:32])[CH3:31])[CH2:9][C@H:8]2[C:13]2[CH:18]=[CH:17][CH:16]=[CH:15][CH:14]=2)=[CH:19][CH:20]=1 |f:1.2.3,9.10|. Procedure details: A mixture of 4.34 g trans-4-(4-fluorophenoxy)-3-phenylpiperidine, 4.8 g of anhydrous potassium carbonate, 2.62 g of 1-bromo-3-methyl-2-butene and 64 ml of dry dimethylformamide is heated and vigorously stirred overnight at 79° C. under nitrogen. The mixture is cooled to room temperature and partitioned between water (300 ml) and ether (500 ml). The phases are separated and the ether phase is washed with water (3×300 ml), followed by 300 ml of saturated sodium chloride solution. After drying over... Run at temperature 0 celsius, time 3 hour. Starting materials: [H-].[H-].[H-].[H-].[Li+].[Al+3] (LiAlH4), C(C)OC(=O)C=1N=NC(=CC1OCC)OCC (4,6-diethoxy-pyridazine-3-carboxylic acid ethyl ester), Na2SO4.10H2O. The solvent is C1CCOC1 (THF). The product is C(C)OC1=C(N=NC(=C1)OCC)CO ((4,6-Diethoxy-pyridazin-3-yl)-methanol). Reaction SMILES: [H-].[H-].[H-].[H-].[Li+].[Al+3].C([O:9][C:10]([C:12]1[N:13]=[N:14][C:15]([O:21][CH2:22][CH3:23])=[CH:16][C:17]=1[O:18][CH2:19][CH3:20])=O)C>C1COCC1>[CH2:19]([O:18][C:17]1[CH:16]=[C:15]([O:21][CH2:22][CH3:23])[N:14]=[N:13][C:12]=1[CH2:10][OH:9])[CH3:20] |f:0.1.2.3.4.5|. Procedure details: LiAlH4 (1N solution in THF, 1 mL) is added to a stirred solution of 4,6-diethoxy-pyridazine-3-carboxylic acid ethyl ester (213 mg, 0.8 mmol) in THF (8 mL), cooled to 0° C. The solution is stirred at 0° C. for 3 hours. Excess Na2SO4.10H2O is then added and the mixture is stirred at room temperature for 45 minutes. The solid is filtered and washed with EtOAc. Evaporation of the filtrate in vacuo provides a light yellow oil. This alcohol used in the next step without further purification. LC-MS (M+... Product: CCc1nc(Br)c(Br)n1COCc1ccccc1. As a reaction SMILES: [Br:1][c:2]1[n:3][c:4]([CH2:8][CH3:9])[nH:5][c:6]1[Br:7].[CH3:36][CH2:37][O:38][C:39]([CH3:40])=[O:41].[CH3:42][CH2:43][CH2:44][CH2:45][CH2:46][CH3:47].[Cl:16][CH2:17][O:18][CH2:19][c:20]1[cH:21][cH:22][cH:23][cH:24][cH:25]1.[K+:10].[K+:11].[O-:12][C:13]([O-:14])=[O:15].[O:31]=[CH:32][N:33]([CH3:34])[CH3:35].[nH:26]1[cH:27][cH:28][n:29][cH:30]1>>[Br:1][c:2]1[n:3]([CH2:17][O:18][CH2:19][c:20]2[cH:21][cH:22][cH:23][cH:24][cH:25]2)[c:4]([CH2:8][CH3:9])[n:5][c:6]1[Br:7]. The reactants are CCc1nc(Br)c(Br)[nH]1, CCOC(C)=O, CCCCCC, ClCOCc1ccccc1, [K+], [K+], O=C([O-])[O-], CN(C)C=O, c1c[nH]cn1. The reactants are Cc1nc(N2CCN(C(=O)OC(C)(C)C)CC2)ccc1N, Cc1ccc(-n2nc(C(C)(C)C)cc2NC(=O)O)cc1, CCOCC, CS(C)=O, CCN(C(C)C)C(C)C. Product: Cc1ccc(-n2nc(C(C)(C)C)cc2NC(=O)Nc2ccc(N3CCN(C(=O)OC(C)(C)C)CC3)nc2C)cc1. Reaction SMILES: [C:1]([CH3:2])([CH3:3])([CH3:4])[O:5][C:6](=[O:7])[N:8]1[CH2:9][CH2:10][N:11]([c:14]2[n:15][c:16]([CH3:21])[c:17]([NH2:20])[cH:18][cH:19]2)[CH2:12][CH2:13]1.[C:22]([CH3:23])([CH3:24])([CH3:25])[c:26]1[cH:27][c:28]([NH:38][C:39]([OH:40])=[O:41])[n:29](-[c:31]2[cH:32][cH:33][c:34]([CH3:37])[cH:35][cH:36]2)[n:30]1.[CH3:51][CH2:52][O:53][CH2:54][CH3:55].[CH3:56][S:57]([CH3:58])=[O:59].[CH:42]([N:43]([CH2:44][CH3:45])[CH:46]([CH3:47])[CH3:48])([CH3:49])[CH3:50]>>[C:1]([CH3:2])([CH3:3])([CH3:4])[O:5][C:6](=[O:7])[N:8]1[CH2:9][CH2:10][N:11]([c:14]2[n:15][c:16]([CH3:21])[c:17]([NH:20][C:39]([NH:38][c:28]3[cH:27][c:26]([C:22]([CH3:23])([CH3:24])[CH3:25])[n:30][n:29]3-[c:31]3[cH:32][cH:33][c:34]([CH3:37])[cH:35][cH:36]3)=[O:40])[cH:18][cH:19]2)[CH2:12][CH2:13]1. Starting materials: C[C@H]1CC(N(CC1)C(=O)OCC1=CC=CC=C1)C(=O)OCC ((4R)-4-Methyl-1-[(phenylmethoxy)carbonyl]-2-piperidinecarboxylic acid, ethyl ester), [OH-].[Na+] (NaOH). The solvent is C(C)O (ethanol). Conditions: time 16 hour. Yields the product C[C@H]1CC(N(CC1)C(=O)OCC1=CC=CC=C1)C(=O)O ((4R)-4-Methyl-1-[(phenylmethoxy)carbonyl]-2-piperidinecarboxylic acid). Isolated yield 100.0%. As a reaction SMILES: [CH3:1][C@@H:2]1[CH2:7][CH2:6][N:5]([C:8]([O:10][CH2:11][C:12]2[CH:17]=[CH:16][CH:15]=[CH:14][CH:13]=2)=[O:9])[CH:4]([C:18]([O:20]CC)=[O:19])[CH2:3]1.[OH-].[Na+]>C(O)C>[CH3:1][C@@H:2]1[CH2:7][CH2:6][N:5]([C:8]([O:10][CH2:11][C:12]2[CH:17]=[CH:16][CH:15]=[CH:14][CH:13]=2)=[O:9])[CH:4]([C:18]([OH:20])=[O:19])[CH2:3]1 |f:1.2|. Procedure: To a solution of 8.95 g (29.3 mmol) of Part (3) compound in 90 mL of absolute ethanol cooled in an ambient water bath was added 90 mL of 1N aq NaOH solution. The reaction mixture was stirred for 16 h then concentrated in vacuo to ~1/2 volume to remove ethanol. The residue was partitioned between 100 mL of 1M aq HCl solution and 100 mL of ether. The aqueous layer was separated and extracted with two-50 mL portions of ether. The ether extracts were combined, dried (magnesium sulfate) and concentra... Starting materials: CC(C)CC(C)O, CN1C(=O)CCN(C2CCCC2)c2nc(Cl)ncc21, CN1C2CCCC1CC(NC(=O)c1cc(F)c(N)cc1F)C2, O, Cc1ccc(S(=O)(=O)O)cc1. The product is CN1C(=O)CCN(C2CCCC2)c2nc(Nc3cc(F)c(C(=O)NC4CC5CCCC(C4)N5C)cc3F)ncc21. As a reaction SMILES: [CH3:54][CH:55]([CH3:56])[CH2:57][CH:58]([OH:59])[CH3:60].[Cl:35][c:36]1[n:37][cH:38][c:39]2[c:45]([n:46]1)[N:44]([CH:47]1[CH2:48][CH2:49][CH2:50][CH2:51]1)[CH2:43][CH2:42][C:41](=[O:52])[N:40]2[CH3:53].[NH2:13][c:14]1[cH:15][c:16]([F:34])[c:17]([C:18](=[O:19])[NH:20][CH:21]2[CH2:22][CH:23]3[CH2:24][CH2:25][CH2:26][CH:27]([CH2:28]2)[N:29]3[CH3:30])[cH:31][c:32]1[F:33].[OH2:1].[c:2]1([CH3:3])[cH:4][cH:5][c:6]([S:7]([OH:8])(=[O:9])=[O:10])[cH:11][cH:12]1>>[NH:13]([c:14]1[cH:15][c:16]([F:34])[c:17]([C:18](=[O:19])[NH:20][CH:21]2[CH2:22][CH:23]3[CH2:24][CH2:25][CH2:26][CH:27]([CH2:28]2)[N:29]3[CH3:30])[cH:31][c:32]1[F:33])[c:36]1[n:37][cH:38][c:39]2[c:45]([n:46]1)[N:44]([CH:47]1[CH2:48][CH2:49][CH2:50][CH2:51]1)[CH2:43][CH2:42][C:41](=[O:52])[N:40]2[CH3:53].